Task: describe an organic reaction: reactants, conditions, products, and yield. Dataset: the Open Reaction Database (ORD), a public repository of structured organic reaction records Starting materials: CCO, Cl, NO, O=C1Cc2ccccc2C=Cc2ccccc21, c1ccncc1. Product: ON=C1Cc2ccccc2C=Cc2ccccc21. RXN SMILES: [CH3:27][CH2:28][OH:29].[ClH:18].[NH2:19][OH:20].[O:1]=[C:2]1[CH2:3][c:4]2[c:5]([cH:14][cH:15][cH:16][cH:17]2)[CH:6]=[CH:7][c:8]2[c:9]1[cH:10][cH:11][cH:12][cH:13]2.[cH:21]1[cH:22][cH:23][n:24][cH:25][cH:26]1>>[C:2]1(=[N:19][OH:20])[CH2:3][c:4]2[c:5]([cH:14][cH:15][cH:16][cH:17]2)[CH:6]=[CH:7][c:8]2[c:9]1[cH:10][cH:11][cH:12][cH:13]2.